From a dataset of the Open Reaction Database (ORD), a public repository of structured organic reaction records. describe an organic reaction: reactants, conditions, products, and yield Starting materials: O=C([O-])[O-], Cc1oc2ccccc2c1B1OC(C)(C)C(C)(C)O1, Clc1nc(N2CCOCC2)c2sc(CN3CC(N4CCOCC4)C3)cc2n1, [Cs+], [Cs+], C1COCCO1, O, c1ccc(P(c2ccccc2)(c2ccccc2)[Pd](P(c2ccccc2)(c2ccccc2)c2ccccc2)(P(c2ccccc2)(c2ccccc2)c2ccccc2)P(c2ccccc2)(c2ccccc2)c2ccccc2)cc1. Yields the product Cc1oc2ccccc2c1-c1nc(N2CCOCC2)c2sc(CN3CC(N4CCOCC4)C3)cc2n1. Reaction SMILES: [C:47](=[O:48])([O-:49])[O-:50].[CH3:28][c:29]1[o:30][c:31]2[c:32]([c:33]1[B:34]1[O:35][C:36]([CH3:37])([CH3:38])[C:39]([CH3:40])([CH3:41])[O:42]1)[cH:43][cH:44][cH:45][cH:46]2.[Cl:1][c:2]1[n:3][c:4]([N:22]2[CH2:23][CH2:24][O:25][CH2:26][CH2:27]2)[c:5]2[c:6]([n:7]1)[cH:8][c:9]([CH2:11][N:12]1[CH2:13][CH:14]([N:16]3[CH2:17][CH2:18][O:19][CH2:20][CH2:21]3)[CH2:15]1)[s:10]2.[Cs+:51].[Cs+:52].[O:53]1[CH2:54][CH2:55][O:56][CH2:57][CH2:58]1.[OH2:59].[cH:60]1[cH:61][cH:62][c:63]([P:64]([Pd:65]([P:66]([c:67]2[cH:68][cH:69][cH:70][cH:71][cH:72]2)([c:73]2[cH:74][cH:75][cH:76][cH:77][cH:78]2)[c:79]2[cH:80][cH:81][cH:82][cH:83][cH:84]2)([P:85]([c:86]2[cH:87][cH:88][cH:89][cH:90][cH:91]2)([c:92]2[cH:93][cH:94][cH:95][cH:96][cH:97]2)[c:98]2[cH:99][cH:100][cH:101][cH:102][cH:103]2)[P:104]([c:105]2[cH:106][cH:107][cH:108][cH:109][cH:110]2)([c:111]2[cH:112][cH:113][cH:114][cH:115][cH:116]2)[c:117]2[cH:118][cH:119][cH:120][cH:121][cH:122]2)([c:123]2[cH:124][cH:125][cH:126][cH:127][cH:128]2)[c:129]2[cH:130][cH:131][cH:132][cH:133][cH:134]2)[cH:135][cH:136]1>>[c:2]1(-[c:33]2[c:29]([CH3:28])[o:30][c:31]3[c:32]2[cH:43][cH:44][cH:45][cH:46]3)[n:3][c:4]([N:22]2[CH2:23][CH2:24][O:25][CH2:26][CH2:27]2)[c:5]2[c:6]([n:7]1)[cH:8][c:9]([CH2:11][N:12]1[CH2:13][CH:14]([N:16]3[CH2:17][CH2:18][O:19][CH2:20][CH2:21]3)[CH2:15]1)[s:10]2.